From a dataset of the Open Reaction Database (ORD), a public repository of structured organic reaction records. describe an organic reaction: reactants, conditions, products, and yield Reactants: CC(C)(C)OC(=O)NC(Cc1ccccc1)C1CO1, CCO, NC1CCCCC1. Yields the product CC(C)(C)OC(=O)NC(Cc1ccccc1)C(O)CNC1CCCCC1. Reaction SMILES: [C:1]([CH3:2])([CH3:3])([CH3:4])[O:5][C:6]([NH:7][CH:8]([CH2:9][c:10]1[cH:11][cH:12][cH:13][cH:14][cH:15]1)[CH:16]1[O:17][CH2:18]1)=[O:19].[CH3:27][CH2:28][OH:29].[NH2:20][CH:21]1[CH2:22][CH2:23][CH2:24][CH2:25][CH2:26]1>>[C:1]([CH3:2])([CH3:3])([CH3:4])[O:5][C:6]([NH:7][CH:8]([CH2:9][c:10]1[cH:11][cH:12][cH:13][cH:14][cH:15]1)[CH:16]([OH:17])[CH2:18][NH:20][CH:21]1[CH2:22][CH2:23][CH2:24][CH2:25][CH2:26]1)=[O:19]. The reactants are OS(=O)(=O)O (H2SO4), C1N2CN3CN1CN(C2)C3 (hexamethylenetetramine), CC(C)(C)C1=C(C(=CC=C1)C(C)(C)C)O (2,6-bis(1,1-dimethylethyl)phenol), B(O)(O)O (boric acid), C(CO)O (ethylene glycol). Reaction conditions: temperature 149 celsius, time 30 minute. The product is CC(C)(C)C=1C=C(C=O)C=C(C1)C(C)(C)C (3,5-bis(1,1-dimethylethyl)benzaldehyde). Reaction SMILES: B(O)(O)O.C1N2CN3CN(C2)CN1C3.[CH3:15][C:16]([C:19]1[CH:24]=[CH:23][CH:22]=[C:21]([C:25]([CH3:28])([CH3:27])[CH3:26])[C:20]=1O)([CH3:18])[CH3:17].OS(O)(=O)=O.C(O)[CH2:36][OH:37]>>[CH3:15][C:16]([C:19]1[CH:24]=[C:23]([CH:22]=[C:21]([C:25]([CH3:28])([CH3:27])[CH3:26])[CH:20]=1)[CH:36]=[O:37])([CH3:18])[CH3:17]. Procedure: 3.5 g of boric acid was heated in 150 ml of ethylene glycol at 150° C. for 30 minutes, in a 500 cc flask equipped with a reflux condenser. 25 g of hexamethylenetetramine and 21 g of 2,6-bis(1,1-dimethylethyl)phenol were then added and the solution maintained at 148-150° C. for 15 minutes. After cooling to 125° C. at which stage the first crystals appeared, 150 ml of H2SO4 (30%0 was added and stirring was continued for another 30 minutes. The resulting slurry was filtered and washed with warm wat...